The task is: describe an organic reaction: reactants, conditions, products, and yield. This data is from the Open Reaction Database (ORD), a public repository of structured organic reaction records. Starting materials: C(C)OC(=O)C=1N=C2C3(CCC(CN2C(C1O)=O)CC3)OCCO (5-hydroxy-1-(2-hydroxyethoxy)-6-oxo-3,7-diazatricyclo[7.2.2.02,7]trideca-2,4-diene-4-carboxylic acid ethyl ester), C(=O)([O-])[O-].[K+].[K+] (K2CO3), BrCC1=CC=CC=C1 ((bromomethyl)benzene), BrCC1=CC=CC=C1 ((bromomethyl)benzene), C(=O)([O-])[O-].[K+].[K+] (K2CO3). Run in CN(C)C=O (DMF). Reaction conditions: time 8 hour. The product is C(C)OC(=O)C=1N=C2C3(CCC(CN2C(C1OCC1=CC=CC=C1)=O)CC3)OCCO (5-Benzyloxy-1-(2-hydroxy-ethoxy)-6-oxo-3,7-diazatricyclo[7.2.2.02,7]trideca-2,4-diene-4-carboxylic acid ethyl ester). The yield is 54.8%. As a reaction SMILES: [CH2:1]([O:3][C:4]([C:6]1[N:7]=[C:8]2[N:14]([C:15](=[O:18])[C:16]=1[OH:17])[CH2:13][CH:12]1[CH2:19][CH2:20][C:9]2([O:21][CH2:22][CH2:23][OH:24])[CH2:10][CH2:11]1)=[O:5])[CH3:2].C([O-])([O-])=O.[K+].[K+].Br[CH2:32][C:33]1[CH:38]=[CH:37][CH:36]=[CH:35][CH:34]=1>CN(C=O)C>[CH2:1]([O:3][C:4]([C:6]1[N:7]=[C:8]2[N:14]([C:15](=[O:18])[C:16]=1[O:17][CH2:32][C:33]1[CH:38]=[CH:37][CH:36]=[CH:35][CH:34]=1)[CH2:13][CH:12]1[CH2:19][CH2:20][C:9]2([O:21][CH2:22][CH2:23][OH:24])[CH2:10][CH2:11]1)=[O:5])[CH3:2] |f:1.2.3|. Procedure: To a solution of 5-hydroxy-1-(2-hydroxyethoxy)-6-oxo-3,7-diazatricyclo[7.2.2.02,7]trideca-2,4-diene-4-carboxylic acid ethyl ester (203 mg, 0.600 mmol) in DMF (1 mL) was added K2CO3 (249 mg, 1.80 mmol) and (bromomethyl)benzene (103 mg, 0.600 mmol) and the mixture stirred at room temperature overnight under N2. Additional (bromomethyl)benzene (206 mg, 1.2 mmol, 2 eq.) and K2CO3 (166 mg, 1.2 mmol, 2 eq.) were added and the mixture stirred overnight. The mixture was concentrated in vacuo to remove m... The reactants are O=C([O-])[O-], CCOC1(C)Oc2cccc(O)c2O1, CN(C)C(=O)Cl, CC(C)=O, [K+], [K+]. Product: CCOC1(C)Oc2cccc(OC(=O)N(C)C)c2O1. As a reaction SMILES: [C:21](=[O:22])([O-:23])[O-:24].[CH2:1]([CH3:2])[O:3][C:4]1([CH3:14])[O:5][c:6]2[c:7]([cH:9][cH:10][cH:11][c:12]2[OH:13])[O:8]1.[CH3:15][N:16]([C:17](=[O:18])[Cl:19])[CH3:20].[CH3:27][C:28](=[O:29])[CH3:30].[K+:25].[K+:26]>>[CH2:1]([CH3:2])[O:3][C:4]1([CH3:14])[O:5][c:6]2[c:7]([cH:9][cH:10][cH:11][c:12]2[O:13][C:17]([N:16]([CH3:15])[CH3:20])=[O:18])[O:8]1. Reactants: Brc1cncc(OCC2CCOCC2)c1, CO, [Cu+2], [Na+], [OH-], O, O, O, O, O, O, O=S(=O)([O-])[O-]. Product: Oc1cncc(OCC2CCOCC2)c1. RXN SMILES: [Br:1][c:2]1[cH:3][n:4][cH:5][c:6]([O:8][CH2:9][CH:10]2[CH2:11][CH2:12][O:13][CH2:14][CH2:15]2)[cH:7]1.[CH3:30][OH:31].[Cu+2:29].[Na+:17].[OH-:16].[OH2:18].[OH2:19].[OH2:20].[OH2:21].[OH2:22].[OH2:23].[S:24]([O-:25])([O-:26])(=[O:27])=[O:28]>>[c:2]1([OH:16])[cH:3][n:4][cH:5][c:6]([O:8][CH2:9][CH:10]2[CH2:11][CH2:12][O:13][CH2:14][CH2:15]2)[cH:7]1. Starting materials: C1(CCC1)O (cyclobutanol), [H-].[Na+] (NaH), FC(C=1C=C(CNC(C2=CC(=NC=C2)C2=C(C=CC(=C2)F)[N+](=O)[O-])=O)C=CC1)(F)F (N-(3-(trifluoromethyl)benzyl)-2-(5-fluoro-2-nitrophenyl)isonicotinamide). Solvent: CN(C)C=O (DMF). Reaction conditions: time 15 minute. The product is C1(CCC1)OC=1C=CC(=C(C1)C=1C=C(C(=O)NCC2=CC(=CC=C2)C(F)(F)F)C=CN1)[N+](=O)[O-] (2-(5-cyclobutoxy-2-nitrophenyl)-N-(3-(trifluoromethyl)benzyl)-isonicotinamide). Isolated yield 73.5%. Reaction SMILES: [CH:1]1([OH:5])[CH2:4][CH2:3][CH2:2]1.[H-].[Na+].[F:8][C:9]([F:37])([F:36])[C:10]1[CH:11]=[C:12]([CH:33]=[CH:34][CH:35]=1)[CH2:13][NH:14][C:15](=[O:32])[C:16]1[CH:21]=[CH:20][N:19]=[C:18]([C:22]2[CH:27]=[C:26](F)[CH:25]=[CH:24][C:23]=2[N+:29]([O-:31])=[O:30])[CH:17]=1>CN(C=O)C>[CH:1]1([O:5][C:26]2[CH:25]=[CH:24][C:23]([N+:29]([O-:31])=[O:30])=[C:22]([C:18]3[CH:17]=[C:16]([CH:21]=[CH:20][N:19]=3)[C:15]([NH:14][CH2:13][C:12]3[CH:33]=[CH:34][CH:35]=[C:10]([C:9]([F:8])([F:36])[F:37])[CH:11]=3)=[O:32])[CH:27]=2)[CH2:4][CH2:3][CH2:2]1 |f:1.2|. Reported procedure: A 25° C. solution of 26 mg of cyclobutanol in 0.5 mL of DMF was treated with 10 mg of 60% NaH in oil. After stirring for 15 minutes, 75 mg of 2-(5-fluoro-2-nitrophenyl)-N-(3-(trifluoromethyl)benzyl)isonicotinamide 14d was added. The mixture was stirred overnight and then it was quenched with water. It was diluted with ethyl acetate, and the resulting solution was washed with water, then with brine. The solution was dried (Na2SO4) and the solvent was removed at reduced pressure. The residue was p... The reactants are FC(C=1NC(=C(C(C1C(=O)OCC)C1CC1)C(=O)OCC)C(F)(F)F)(F)F (diethyl 2,6-bis(trifluoromethyl)- 4-cyclopropyl-1,4-dihydro-pyridine-3,5-dicarboxylate), oil, C1CCC2=NCCCN2CC1 (DBU). Run in C1CCOC1 (THF). Product: FC(C1=NC(=C(C(=C1C(=O)OCC)C1CC1)C(=O)OCC)C(F)(F)F)F (diethyl 2-(difluoromethyl)-4- cyclopropyl-6-(trifluoromethyl)-3,5-pyridinedicarboxylate). Yield: 85.0%. Reaction SMILES: [F:1][C:2]([F:27])([F:26])[C:3]1[NH:4][C:5]([C:22](F)([F:24])[F:23])=[C:6]([C:17]([O:19][CH2:20][CH3:21])=[O:18])[CH:7]([CH:14]2[CH2:16][CH2:15]2)[C:8]=1[C:9]([O:11][CH2:12][CH3:13])=[O:10].C1CCN2C(=NCCC2)CC1>C1COCC1>[F:24][CH:22]([F:23])[C:5]1[C:6]([C:17]([O:19][CH2:20][CH3:21])=[O:18])=[C:7]([CH:14]2[CH2:15][CH2:16]2)[C:8]([C:9]([O:11][CH2:12][CH3:13])=[O:10])=[C:3]([C:2]([F:27])([F:1])[F:26])[N:4]=1. Procedure: To a solution of 40 g (0.0916 mole) of diethyl 2,6-bis(trifluoromethyl)-2,6-dihydroxy-4-cyclopropyl-tetrahydropyran-3,5-dicarboxylate in 200 ml of THF is introduced 55.5 g (3.26 moles) of ammonia. The reaction mixture is concentrated to give 38.5 g (96.7%) of a solid. A portion (28 g) of this material is stirred with 27.08 g (0.129 mole) of trifluoroacetic anhydride for one day. The reaction mixture is concentrated and diluted with ether. The ether solution is washed with saturated sodium bicarb... The reactants are CI, COC(=O)c1ccc(Cc2c[nH]c3ccc([N+](=O)[O-])cc23)c(OC)c1, [H-], [Na+], C1CCOC1. Yields the product COC(=O)c1ccc(Cc2cn(C)c3ccc([N+](=O)[O-])cc23)c(OC)c1. Reaction SMILES: [CH3:28][I:29].[CH3:3][O:4][c:5]1[cH:6][c:7]([C:8](=[O:9])[O:10][CH3:11])[cH:12][cH:13][c:14]1[CH2:15][c:16]1[cH:17][nH:18][c:19]2[cH:20][cH:21][c:22]([N+:25](=[O:26])[O-:27])[cH:23][c:24]12.[H-:1].[Na+:2].[O:30]1[CH2:31][CH2:32][CH2:33][CH2:34]1>>[CH3:3][O:4][c:5]1[cH:6][c:7]([C:8](=[O:9])[O:10][CH3:11])[cH:12][cH:13][c:14]1[CH2:15][c:16]1[cH:17][n:18]([CH3:28])[c:19]2[cH:20][cH:21][c:22]([N+:25](=[O:26])[O-:27])[cH:23][c:24]12. As a reaction SMILES: [O:1]1[C:6]([C:7](=[N:11][O:12][CH2:13][CH2:14][CH2:15][CH2:16][CH2:17][CH3:18])[C:8]([OH:10])=O)=[CH:5][S:4][CH2:3][CH2:2]1.[NH2:19][CH:20]1[C:30](=[O:31])[N:22]2[C:23]([C:27]([OH:29])=[O:28])=[CH:24][CH2:25][S:26][C@H:21]12.C[Si](CC(N)=O)(C)C.C[Si](C([Si](C)(C)C)C(N)=O)(C)C>C(OCC)(=O)C.O>[O:1]1[C:6]([C:7](=[N:11][O:12][CH2:13][CH2:14][CH2:15][CH2:16][CH2:17][CH3:18])[C:8]([NH:19][CH:20]2[C:30](=[O:31])[N:22]3[C:23]([C:27]([OH:29])=[O:28])=[CH:24][CH2:25][S:26][C@H:21]23)=[O:10])=[CH:5][S:4][CH2:3][CH2:2]1. Yields the product O1CCSC=C1C(C(=O)NC1[C@@H]2N(C(=CCS2)C(=O)O)C1=O)=NOCCCCCC (7-[2-(2,3-dihydro-1,4-oxathiin-6-yl)-2-n-hexyloxyiminoacetamido]-3-cephem-4-carboxylic acid). Reported procedure: N,N-Dimethylformamide (0.579 g.), phosphoryl chloride (1.214 g.) and ethyl acetate (3 ml.) were treated in a conventional manner to give a Vilsmeier reagent and the reagent was added to ethyl acetate (7 ml.). To the solution was added 2-(2,3-dihydro-1,4-oxathiin-6-yl)-2-n-hexyloxyiminoacetic acid (syn isomer, 2.00 g.) under stirring to give an activated acid solution. On the other hand, 7-amino-3-cephem-4-carboxylic acid (1.46 g.), trimethylsilylacetamide (3.84 g.), bis(trimethylsilyl)acetamide ... Run in C(C)(=O)OCC (ethyl acetate), C(C)(=O)OCC (ethyl acetate), C(C)(=O)OCC (ethyl acetate), O (water). Yield: 72.2%. Reactants: O1CCSC=C1C(C(=O)O)=NOCCCCCC (2-(2,3-dihydro-1,4-oxathiin-6-yl)-2-n-hexyloxyiminoacetic acid), NC1[C@@H]2N(C(=CCS2)C(=O)O)C1=O (7-amino-3-cephem-4-carboxylic acid), C[Si](C)(C)CC(=O)N (trimethylsilylacetamide), C[Si](C)(C)C(C(=O)N)[Si](C)(C)C (bis(trimethylsilyl)acetamide), resultant solution.